From a dataset of the Open Reaction Database (ORD), a public repository of structured organic reaction records. describe an organic reaction: reactants, conditions, products, and yield The reactants are C(O)([O-])=O.[Na+] (sodium hydrogen carbonate), IC1=C(C=C(C=C1Br)F)[N+](=O)[O-] (1-iodo-2-nitro-4-fluoro-6-bromobenzene), O.O.[Sn](Cl)Cl (tin (II) chloride dihydrate), C(C)O (ethanol). Run in C(C)(=O)OCC (ethyl acetate). Yields the product IC1=C(N)C=C(C=C1Br)F (2-Iodo-3-bromo-5-fluoroaniline). The yield is 75.5%. Reaction SMILES: [I:1][C:2]1[C:7]([Br:8])=[CH:6][C:5]([F:9])=[CH:4][C:3]=1[N+:10]([O-])=O.O.O.[Sn](Cl)Cl.C(O)C.C(=O)([O-])O.[Na+]>C(OCC)(=O)C>[I:1][C:2]1[C:7]([Br:8])=[CH:6][C:5]([F:9])=[CH:4][C:3]=1[NH2:10] |f:1.2.3,5.6|. Procedure: Treat 1-iodo-2-nitro-4-fluoro-6-bromobenzene (5.0 g, 14.46 mmol) with tin (II) chloride dihydrate (12 g, 58 mmol) in refluxing ethanol (150 mL). Stir at reflux for 24 hours, pour into a mixture of ethyl acetate (200 mL) and saturated sodium hydrogen carbonate (500 mL). Filter and wash the filtrate with saturated sodium hydrogen carbonate (200 mL) and water (200 mL). Dry (MgSO4), evaporate the solvent in vacuo and purify by silica gel chromatography to give the title compound as an off-white soli...